Dataset: the Open Reaction Database (ORD), a public repository of structured organic reaction records. Task: describe an organic reaction: reactants, conditions, products, and yield Reactants: [OH-].[Na+] (NaOH), C1(CCCCC1)C=1C=2C=CC(=CC2N2C[C@@H](COC3=C(C21)C=CC=C3)O)C(=O)OC (methyl (7S)-14-cyclohexyl-7-hydroxy-7,8-dihydro-6H-indolo[1,2-e][1,5]benzoxazocine-11-carboxylate), [Cl-].C(C1=CC=CC=C1)[NH+](CCCl)C (N-benzyl-2-chloro-N-methylethanaminium chloride). Reagents/catalysts: [Br-].C(CCC)[N+](CCCC)(CCCC)CCCC (tetrabutylammonium bromide). Solvent: C1(=CC=CC=C1)C (toluene). Conditions: time 30 minute. Product: [Cl-].C(C1=CC=CC=C1)[NH+](CCO[C@@H]1COC2=C(C=3N(C1)C=1C=C(C=CC1C3C3CCCCC3)C(=O)O)C=CC=C2)C (N-benzyl-2-{[(7S)-11-carboxy-14-cyclohexyl-7,8-dihydro-6H-indolo[1,2-e][1,5]benzoxazocin-7-yl]oxy}-N-methylethanaminium chloride). Yield: 25.0%. RXN SMILES: [CH:1]1([C:7]2[C:8]3[CH:9]=[CH:10][C:11]([C:27]([O:29]C)=[O:28])=[CH:12][C:13]=3[N:14]3[C:21]=2[C:20]2[CH:22]=[CH:23][CH:24]=[CH:25][C:19]=2[O:18][CH2:17][C@@H:16]([OH:26])[CH2:15]3)[CH2:6][CH2:5][CH2:4][CH2:3][CH2:2]1.[OH-].[Na+].[Cl-].[CH2:34]([NH+:41]([CH3:45])[CH2:42][CH2:43][Cl:44])[C:35]1[CH:40]=[CH:39][CH:38]=[CH:37][CH:36]=1>C1(C)C=CC=CC=1.[Br-].C([N+](CCCC)(CCCC)CCCC)CCC>[Cl-:44].[CH2:34]([NH+:41]([CH3:45])[CH2:42][CH2:43][O:26][C@H:16]1[CH2:15][N:14]2[C:13]3[CH:12]=[C:11]([C:27]([OH:29])=[O:28])[CH:10]=[CH:9][C:8]=3[C:7]([CH:1]3[CH2:6][CH2:5][CH2:4][CH2:3][CH2:2]3)=[C:21]2[C:20]2[CH:22]=[CH:23][CH:24]=[CH:25][C:19]=2[O:18][CH2:17]1)[C:35]1[CH:40]=[CH:39][CH:38]=[CH:37][CH:36]=1 |f:1.2,3.4,6.7,8.9|. Reported procedure: To a suspension of methyl (7S)-14-cyclohexyl-7-hydroxy-7,8-dihydro-6H-indolo[1,2-e][1,5]benzoxazocine-11-carboxylate (prepared as described in International patent application publication WO2006/046030) in toluene (0.05 M), were added 10 eq. of 30% w/w aq. NaOH followed by 0.25 eq. of tetrabutylammonium bromide. After stirring for 30 min, 2.5 eq. of N-benzyl-2-chloro-N-methylethanaminium chloride were added, and the reaction mixture was stirred at 60° C. for 16 h. The reaction mixture was concen... The reactants are C(CC(O)(C(=O)O)CC(=O)O)(=O)O (Citric acid), [Si](C)(C)(C(C)(C)C)O[C@@H]1C[C@@H]2[C@H](C[C@H]3[C@@H]4CC[C@@H]([C@@]4(C)CC[C@@H]3[C@]2(CC1)C)O)O (3β-tert-butyldimethylsilyloxy-5α-androstan-6α,17β-diol), C(C)OCCl (chloromethyl ethyl ether), C(C)(C)N(CC)C(C)C (di-iso-propylethylamine). Solvent: ClCCl (dichloromethane). Yields the product [Si](C)(C)(C(C)(C)C)O[C@@H]1C[C@@H]2[C@H](C[C@H]3[C@@H]4CC[C@@H]([C@@]4(C)CC[C@@H]3[C@]2(CC1)C)OCOCC)OCOCC (3β-tert-butyldimethylsilyloxy-6α,17β-di-ethoxymethoxy-5α-androstane). As a reaction SMILES: [Si:1]([O:8][C@H:9]1[CH2:26][CH2:25][C@@:24]2([CH3:27])[C@@H:11]([C@@H:12]([OH:29])[CH2:13][C@@H:14]3[C@@H:23]2[CH2:22][CH2:21][C@@:19]2([CH3:20])[C@H:15]3[CH2:16][CH2:17][C@@H:18]2[OH:28])[CH2:10]1)([C:4]([CH3:7])([CH3:6])[CH3:5])([CH3:3])[CH3:2].[CH2:30]([O:32][CH2:33]Cl)[CH3:31].C(N([CH:41]([CH3:43])C)CC)(C)C.C(O)(=O)C[C:46](CC(O)=O)(C(O)=O)[OH:47]>ClCCl>[Si:1]([O:8][C@H:9]1[CH2:26][CH2:25][C@@:24]2([CH3:27])[C@@H:11]([C@@H:12]([O:29][CH2:46][O:47][CH2:41][CH3:43])[CH2:13][C@@H:14]3[C@@H:23]2[CH2:22][CH2:21][C@@:19]2([CH3:20])[C@H:15]3[CH2:16][CH2:17][C@@H:18]2[O:28][CH2:33][O:32][CH2:30][CH3:31])[CH2:10]1)([C:4]([CH3:7])([CH3:5])[CH3:6])([CH3:3])[CH3:2]. Procedure details: A solution of 3β-tert-butyldimethylsilyloxy-5α-androstan-6α,17β-diol (II-a, Prep. 1, 10 g), chloromethyl ethyl ether (16 mL) and di-iso-propylethylamine (120 mL) in dry dichloromethane (500 mL) was stirred overnight at 0° C. Citric acid (10% water solution, 1.5 L) was added, the organic layer separated, washed with water and dried over anhydrous sodium sulfate. The solvent was removed in vacuo. The residue was purified by chromatography (hexane/ethyl acetate 85/15) to give 10.8 g of 3β-tert-buty... Starting materials: O (water), O1C(COC2=CC3=C(N=C(S3)S(=O)(=O)N)C=C2)C1 (6-(2,3-Epoxypropoxy)benzothiazole-2-sulfonamide), S(O)(O)(=O)=O (sulfuric acid), O (water). Solvent: C(C)(=O)OCC (ethyl acetate). Reaction conditions: time 8 hour. Yields the product OC(COC1=CC2=C(N=C(S2)S(=O)(=O)N)C=C1)CO (6-(2,3-Dihydroxypropoxy)benzothiazole-2-sulfonamide). Reaction SMILES: [O:1]1[CH2:18][CH:2]1[CH2:3][O:4][C:5]1[CH:17]=[CH:16][C:8]2[N:9]=[C:10]([S:12]([NH2:15])(=[O:14])=[O:13])[S:11][C:7]=2[CH:6]=1.O.S(=O)(=O)(O)[OH:21]>C(OCC)(=O)C>[OH:21][CH:2]([CH2:18][OH:1])[CH2:3][O:4][C:5]1[CH:17]=[CH:16][C:8]2[N:9]=[C:10]([S:12]([NH2:15])(=[O:13])=[O:14])[S:11][C:7]=2[CH:6]=1. Procedure details: 6-(2,3-Epoxypropoxy)benzothiazole-2-sulfonamide (1.21 gm, 4.25 mmol) was dissolved in ethyl acetate (35 mL) and added to water (25 mL) containing concentrated sulfuric acid (2.5 mL). This two phase mixture was stirred at room temperature overnight and then was poured into water and repeatedly extracted with 5% methanol/ethyl acetate (V/V). The extracts were dried (Na2SO4) and evaporated. The residue (1.2 gm) was dissolved in methanol and allowed to sit overnight to give 1.0 gm of impure product.... Reactants: C=CCBr, CCO, [Na+], [Na+], [OH-], O=S(=O)([O-])c1ccccc1. Yields the product [Na+], C=CCOc1ccc(S(=O)(=O)[O-])cc1. As a reaction SMILES: [CH2:12]([CH:13]=[CH2:14])[Br:15].[CH3:16][CH2:17][OH:18].[Na+:11].[Na+:20].[OH-:19].[c:1]1([S:7](=[O:8])(=[O:9])[O-:10])[cH:2][cH:3][cH:4][cH:5][cH:6]1>>[Na+:11].[c:1]1([S:7](=[O:8])(=[O:9])[O-:10])[cH:2][cH:3][c:4]([O:18][CH2:12][CH:13]=[CH2:14])[cH:5][cH:6]1.